This data is from the Open Reaction Database (ORD), a public repository of structured organic reaction records. The task is: describe an organic reaction: reactants, conditions, products, and yield The reactants are C(Cl)(Cl)Cl (CHCl3), C(CCCCCC)(=O)Cl (n-heptanoyl chloride), N[C@H]([C@H](O)C)C(=O)O (D-allo-Thr), [OH-].[Na+] (NaOH). The solvent is C1CCOC1 (THF), C1CCOC1 (THF). Run at time 8 hour. The product is O=C(CCCCCC)N[C@H]([C@H](O)C)C(=O)O (N-(1-oxoheptyl)-D-allo-Threonine). RXN SMILES: [C:1](Cl)(=[O:8])[CH2:2][CH2:3][CH2:4][CH2:5][CH2:6][CH3:7].[NH2:10][C@@H:11]([C:15]([OH:17])=[O:16])[C@@H:12]([CH3:14])[OH:13].[OH-].[Na+].C(Cl)(Cl)Cl>C1COCC1>[O:8]=[C:1]([NH:10][C@@H:11]([C:15]([OH:17])=[O:16])[C@@H:12]([CH3:14])[OH:13])[CH2:2][CH2:3][CH2:4][CH2:5][CH2:6][CH3:7] |f:2.3|. Reported procedure: A solution of n-heptanoyl chloride (440 mL, 2.83 mol) in THF (250 mL) is added dropwise, over a period of 30 min, to a cold (-5 to 0° C.), vigorously stirred mixture of D-allo-Thr (300 mg, 2.51 mmol) and 2N aq. NaOH (3.5 mL, 7.0 meq) in THF (4.0 mL). The resulting mixture is stirred for 2 h at the same temperature and overnight at room temperature. The volatiles are removed and the residue is diluted with water and acidified, using conc. HCl. The mixture is extracted with EtOAc and the combined ...